Dataset: the Open Reaction Database (ORD), a public repository of structured organic reaction records. Task: describe an organic reaction: reactants, conditions, products, and yield Starting materials: ClC1=CC=C(C=C1)SSCl (4-chlorophenylthiosulfenyl chloride), CNC(=O)F (methylcarbamoyl fluoride). Yields the product CN(C(=O)F)SSC1=CC=C(C=C1)Cl (N-Methyl-N(4-Chlorophenylthiosulfenyl)Carbamoyl Fluoride). RXN SMILES: [Cl:1][C:2]1[CH:7]=[CH:6][C:5]([S:8][S:9]Cl)=[CH:4][CH:3]=1.[CH3:11][NH:12][C:13]([F:15])=[O:14]>>[CH3:11][N:12]([S:9][S:8][C:5]1[CH:6]=[CH:7][C:2]([Cl:1])=[CH:3][CH:4]=1)[C:13]([F:15])=[O:14]. Procedure: Prepared by the procedure of Example II by reacting 4-chlorophenylthiosulfenyl chloride with methylcarbamoyl fluoride. b.p. 110°-113° C/0.3 Torr ND24 1.5959.